Task: describe an organic reaction: reactants, conditions, products, and yield. Dataset: the Open Reaction Database (ORD), a public repository of structured organic reaction records The reactants are C(C)SC1=C(C=CC=C1)B1OC(C)(C)C(C)(C)O1 (2-ethylsulfanylphenylboronic acid pinacol ester), BrC1=CC=2N(C=C1)C=C(N2)C(F)(F)F (7-bromo-2-trifluoromethylimidazo[1,2-a]pyridine), P(=O)([O-])([O-])[O-].[K+].[K+].[K+] (tripotassium phosphate), O1CCOCC1 (1,4-dioxane). The reagents and catalysts are C=1C=CC(=CC1)/C=C/C(=O)/C=C/C2=CC=CC=C2.C=1C=CC(=CC1)/C=C/C(=O)/C=C/C2=CC=CC=C2.C=1C=CC(=CC1)/C=C/C(=O)/C=C/C2=CC=CC=C2.[Pd].[Pd] (tris(dibenzylideneacetone)dipalladium(0)). Solvent: O (water), C(C)(=O)OCC (Ethyl acetate). Product: C(C)SC1=C(C=CC=C1)C1=CC=2N(C=C1)C=C(N2)C(F)(F)F (7-(2-ethylsulfanylphenyl)-2-trifluoromethylimidazol[1,2-a]pyridine). Yield: 63.2%. RXN SMILES: [CH2:1]([S:3][C:4]1[CH:9]=[CH:8][CH:7]=[CH:6][C:5]=1B1OC(C)(C)C(C)(C)O1)[CH3:2].Br[C:20]1[CH:25]=[CH:24][N:23]2[CH:26]=[C:27]([C:29]([F:32])([F:31])[F:30])[N:28]=[C:22]2[CH:21]=1.P([O-])([O-])([O-])=O.[K+].[K+].[K+].O1CCOCC1>C1C=CC(/C=C/C(/C=C/C2C=CC=CC=2)=O)=CC=1.C1C=CC(/C=C/C(/C=C/C2C=CC=CC=2)=O)=CC=1.C1C=CC(/C=C/C(/C=C/C2C=CC=CC=2)=O)=CC=1.[Pd].[Pd].O.C(OCC)(=O)C>[CH2:1]([S:3][C:4]1[CH:9]=[CH:8][CH:7]=[CH:6][C:5]=1[C:20]1[CH:25]=[CH:24][N:23]2[CH:26]=[C:27]([C:29]([F:31])([F:32])[F:30])[N:28]=[C:22]2[CH:21]=1)[CH3:2] |f:2.3.4.5,7.8.9.10.11|. Procedure details: A mixture of 0.53 g of 2-ethylsulfanylphenylboronic acid pinacol ester, 0.52 g of 7-bromo-2-trifluoromethylimidazo[1,2-a]pyridine, 0.02 g of tris(dibenzylideneacetone)dipalladium(0), 0.05 g of 2-dicyclohexylphosphino-2′,4′,6′-triisopropylphenyl, 1.0 g of tripotassium phosphate and 6 ml of 1,4-dioxane was stirred under heat-reflux for 6 hours. Ethyl acetate and water were added to the cooled reaction mixture, and the mixture was filtered. The filtrate was extracted with ethyl acetate and then dri... The reactants are [Li+].C[Si](C)(C)[N-][Si](C)(C)C (LHMDS), C(C)(C)(C)OC(CN=C(C1=CC=CC=C1)C1=CC=CC=C1)=O ((Benzhydrylidene-amino)-acetic acid tert-butyl ester), BrCC1=C(C=CC(=C1)OC)F (2-Bromomethyl-1-fluoro-4-methoxy-benzene), [I-].[Na+] (sodium iodide), enolate. Solvent: C1CCOC1 (THF), CCOCC.CCCCC (ether pentane), C1CCOC1 (THF). Conditions: time 2 hour. Yields the product C(C)(C)(C)OC(C(CC1=C(C=CC(=C1)OC)F)N=C(C1=CC=CC=C1)C1=CC=CC=C1)=O (2-(Benzhydrylidene-amino)-3-(2-fluoro-5-methoxy-phenyl)-propionic acid tert-butyl ester), crude yellow oil. Isolated yield 108.0%. As a reaction SMILES: [Li+].C[Si]([N-][Si](C)(C)C)(C)C.[C:11]([O:15][C:16](=[O:32])[CH2:17][N:18]=[C:19]([C:26]1[CH:31]=[CH:30][CH:29]=[CH:28][CH:27]=1)[C:20]1[CH:25]=[CH:24][CH:23]=[CH:22][CH:21]=1)([CH3:14])([CH3:13])[CH3:12].Br[CH2:34][C:35]1[CH:40]=[C:39]([O:41][CH3:42])[CH:38]=[CH:37][C:36]=1[F:43].[I-].[Na+]>C1COCC1.CCOCC.CCCCC>[C:11]([O:15][C:16](=[O:32])[CH:17]([N:18]=[C:19]([C:20]1[CH:21]=[CH:22][CH:23]=[CH:24][CH:25]=1)[C:26]1[CH:27]=[CH:28][CH:29]=[CH:30][CH:31]=1)[CH2:34][C:35]1[CH:40]=[C:39]([O:41][CH3:42])[CH:38]=[CH:37][C:36]=1[F:43])([CH3:14])([CH3:12])[CH3:13] |f:0.1,4.5,7.8|. Procedure details: LHMDS (92 mg, 0.55 mmol) was added to a solution of t-butylglycinate Schiff base 3 (136 mg, 0.46 mmol) in THF (1.5 mL) A mixture containing 2-fluoro-5-methoxy-benzyl bromide (35, 100 mg, 0.46 mmol) and sodium iodide (138 mg, 0.92 mmol) in THF (2.0 mL) was immediately added to the resulting enolate solution at −78° C. The combined mixture was warmed to room temperature, stirred for 2 h, diluted with 1:1 ether/pentane (25 mL), washed with brine (3×15 mL), dried (sodium sulfate) and concentrated to... Starting materials: O=C(NC(C(=O)O)c1ccccc1)OCc1ccccc1, CC(C)(C)OC(=O)N1CCCCC1C(N)=NO. Product: CC(C)(C)OC(=O)N1CCCCC1C(N)=NOC(=O)C(NC(=O)OCc1ccccc1)c1ccccc1. Reaction SMILES: [CH2:18]([c:19]1[cH:20][cH:21][cH:22][cH:23][cH:24]1)[O:25][C:26](=[O:27])[NH:28][CH:29]([C:30](=[O:31])[OH:32])[c:33]1[cH:34][cH:35][cH:36][cH:37][cH:38]1.[NH2:1][C:2]([CH:3]1[N:4]([C:9](=[O:10])[O:11][C:12]([CH3:13])([CH3:14])[CH3:15])[CH2:5][CH2:6][CH2:7][CH2:8]1)=[N:16][OH:17]>>[NH2:1][C:2]([CH:3]1[N:4]([C:9](=[O:10])[O:11][C:12]([CH3:13])([CH3:14])[CH3:15])[CH2:5][CH2:6][CH2:7][CH2:8]1)=[N:16][O:17][C:30]([CH:29]([NH:28][C:26]([O:25][CH2:18][c:19]1[cH:20][cH:21][cH:22][cH:23][cH:24]1)=[O:27])[c:33]1[cH:34][cH:35][cH:36][cH:37][cH:38]1)=[O:31].